Dataset: the Open Reaction Database (ORD), a public repository of structured organic reaction records. Task: describe an organic reaction: reactants, conditions, products, and yield The reactants are ClC=1C=C(N)C=CC1 (3-Chloroaniline), [N-](C#N)C#N.[Na+] (sodium dicyanamide). The product is C(#N)N=C(NC1=CC(=CC=C1)Cl)N (N″-cyano-N-(3-chlorophenyl)guanidine). RXN SMILES: [Cl:1][C:2]1[CH:3]=[C:4]([CH:6]=[CH:7][CH:8]=1)[NH2:5].[N-:9]([C:12]#[N:13])[C:10]#[N:11].[Na+]>>[C:10]([N:9]=[C:12]([NH2:13])[NH:5][C:4]1[CH:6]=[CH:7][CH:8]=[C:2]([Cl:1])[CH:3]=1)#[N:11] |f:1.2|. Procedure details: 3-Chloroaniline and sodium dicyanamide were processed as described in Example 71A to provide the desired compound. The reactants are [OH-].[Na+] (NaOH), FC1=C(C=O)C=CC(=C1)F (2,4-Difluorobenzaldehyde), Cl.NO (hydroxylamine hydrochloride), CCO (EtOH), ice. Solvent: O (water). Product: FC1=C(/C=N/O)C=CC(=C1)F ((E)-2,4-Difluorobenzaldehyde Oxime). The yield is 49.7%. RXN SMILES: [F:1][C:2]1[CH:9]=[C:8]([F:10])[CH:7]=[CH:6][C:3]=1[CH:4]=O.Cl.[NH2:12][OH:13].CCO.[OH-].[Na+]>O>[F:1][C:2]1[CH:9]=[C:8]([F:10])[CH:7]=[CH:6][C:3]=1/[CH:4]=[N:12]/[OH:13] |f:1.2,4.5|. Procedure: 2,4-Difluorobenzaldehyde (2.27 g, 16.0 mmol) and hydroxylamine hydrochloride (6.67 g, 96.0 mmol) were added to EtOH (25 mL) and water (25 mL) along with about 40 g of ice. The mixture was stirred and 50% aqueous NaOH (7.68 g, 96 mmol) was added dropwise. The mixture was stirred at ambient temperature for about 15 min then the solid was collected by filtration, washed with water (10 mL) and dried to give the title compound (1.25 g, 50%): 1H NMR (DMSO-d6) δ 11.58 (d, 1H), 8.18 (s, 1H), 7.78 (m, 1H...